Dataset: the Open Reaction Database (ORD), a public repository of structured organic reaction records. Task: describe an organic reaction: reactants, conditions, products, and yield The reactants are CO, COc1ccc2c(c1OC)CCC1CNCC21, Cl. Yields the product COc1ccc2c(c1OC)CCC1CN(C)CC21, Cl. RXN SMILES: [CH3:19][OH:20].[CH3:2][O:3][c:4]1[c:5]([O:17][CH3:18])[cH:6][cH:7][c:8]2[c:16]1[CH2:15][CH2:14][CH:13]1[CH:9]2[CH2:10][NH:11][CH2:12]1.[ClH:1]>>[CH3:2][O:3][c:4]1[c:5]([O:17][CH3:18])[cH:6][cH:7][c:8]2[c:16]1[CH2:15][CH2:14][CH:13]1[CH:9]2[CH2:10][N:11]([CH3:19])[CH2:12]1.[ClH:1]. The reactants are C1CCOC1, CC(=O)O, Clc1ncnc2nc[nH]c12, [Na], OCCc1ccccc1. Yields the product c1ccc(CCOc2ncnc3nc[nH]c23)cc1. As a reaction SMILES: [CH2:11]1[O:12][CH2:13][CH2:14][CH2:15]1.[CH3:26][C:27](=[O:28])[OH:29].[Cl:16][c:17]1[c:18]2[nH:19][cH:20][n:21][c:22]2[n:23][cH:24][n:25]1.[Na:10].[OH:1][CH2:2][CH2:3][c:4]1[cH:5][cH:6][cH:7][cH:8][cH:9]1>>[O:1]([CH2:2][CH2:3][c:4]1[cH:5][cH:6][cH:7][cH:8][cH:9]1)[c:17]1[c:18]2[nH:19][cH:20][n:21][c:22]2[n:23][cH:24][n:25]1. Reactants: C(C)(=O)OC(C1=CC=CC=C1)OC(CC1=C(N(C2=CC=C(C=C12)OC)C(C1=CC=C(C=C1)Cl)=O)C)=O ([1-(p-chlorobenzoyl)-5-methoxy-2-methyl-3-indoleacetoxy]-benzyl acetate), [H][H] (hydrogen), CN(C=O)C (dimethylformamide), O (water). The reagents and catalysts are [C].[Pd] (palladium carbon). Product: ClC1=CC=C(C(=O)N2C(=C(C3=CC(=CC=C23)OC)CC(=O)OCC(=O)O)C)C=C1 ([1-(p-Chlorobenzoyl)-5-methoxy-2-methyl-3-indoleacetoxy]-acetic acid). As a reaction SMILES: C(O[CH:5]([O:12][C:13](=[O:36])[CH2:14][C:15]1[C:23]2[C:18](=[CH:19][CH:20]=[C:21]([O:24][CH3:25])[CH:22]=2)[N:17]([C:26](=[O:34])[C:27]2[CH:32]=[CH:31][C:30]([Cl:33])=[CH:29][CH:28]=2)[C:16]=1[CH3:35])C1C=CC=CC=1)(=O)C.[H][H].[OH2:39].CN(C)[CH:42]=[O:43]>[C].[Pd]>[Cl:33][C:30]1[CH:31]=[CH:32][C:27]([C:26]([N:17]2[C:18]3[C:23](=[CH:22][C:21]([O:24][CH3:25])=[CH:20][CH:19]=3)[C:15]([CH2:14][C:13]([O:12][CH2:5][C:42]([OH:43])=[O:39])=[O:36])=[C:16]2[CH3:35])=[O:34])=[CH:28][CH:29]=1 |f:4.5|. Reported procedure: 50.6 g (0.1 mol) of [1-(p-chlorobenzoyl)-5-methoxy-2-methyl-3-indoleacetoxy]-benzyl acetate were hydrogenated in 300 ml of absolute dimethylformamide in the presence of 5 g of 5% palladium carbon at 20°C within 15 minutes, with absorption of the calculated quantity of hydrogen. About 200 ml of water were added to the hydrogenation product, filtered through kieselguhr, until clouding started to occur and the solution was allowed to crystallise at 5°C. The crystallisate was suction-filtered, washe... Starting materials: CCOC(=O)CBr, CC(C)(C)c1ccc(O)c(CO[SiH](c2ccccc2)c2ccccc2)c1, O=C([O-])[O-], CC(C)=O, [I-], [K+], [K+], [Na+]. Yields the product CCOC(=O)COc1ccc(C(C)(C)C)cc1CO[SiH](c1ccccc1)c1ccccc1. Reaction SMILES: [Br:27][CH2:28][C:29](=[O:30])[O:31][CH2:32][CH3:33].[C:1]([CH3:2])([CH3:3])([CH3:4])[c:5]1[cH:6][c:7]([CH2:12][O:13][SiH:14]([c:15]2[cH:16][cH:17][cH:18][cH:19][cH:20]2)[c:21]2[cH:22][cH:23][cH:24][cH:25][cH:26]2)[c:8]([OH:11])[cH:9][cH:10]1.[C:36](=[O:37])([O-:38])[O-:39].[CH3:42][C:43](=[O:44])[CH3:45].[I-:35].[K+:40].[K+:41].[Na+:34]>>[C:1]([CH3:2])([CH3:3])([CH3:4])[c:5]1[cH:6][c:7]([CH2:12][O:13][SiH:14]([c:15]2[cH:16][cH:17][cH:18][cH:19][cH:20]2)[c:21]2[cH:22][cH:23][cH:24][cH:25][cH:26]2)[c:8]([O:11][CH2:28][C:29](=[O:30])[O:31][CH2:32][CH3:33])[cH:9][cH:10]1. Product: CC1(c2ccccc2)NC(c2ccccc2)(c2ccccc2)c2ccccc21. Starting materials: Cc1ccccc1, [Cl-], [Li]C, [NH4+], C1CCOC1, c1ccc(C2=NC(c3ccccc3)(c3ccccc3)c3ccccc32)cc1. RXN SMILES: [CH3:30][c:31]1[cH:32][cH:33][cH:34][cH:35][cH:36]1.[Cl-:37].[Li:28][CH3:29].[NH4+:38].[O:39]1[CH2:40][CH2:41][CH2:42][CH2:43]1.[c:1]1([C:7]2([c:22]3[cH:23][cH:24][cH:25][cH:26][cH:27]3)[N:8]=[C:9]([c:16]3[cH:17][cH:18][cH:19][cH:20][cH:21]3)[c:10]3[cH:11][cH:12][cH:13][cH:14][c:15]32)[cH:2][cH:3][cH:4][cH:5][cH:6]1>>[c:1]1([C:7]2([c:22]3[cH:23][cH:24][cH:25][cH:26][cH:27]3)[NH:8][C:9]([c:16]3[cH:17][cH:18][cH:19][cH:20][cH:21]3)([CH3:30])[c:10]3[cH:11][cH:12][cH:13][cH:14][c:15]32)[cH:2][cH:3][cH:4][cH:5][cH:6]1. Reactants: C(C)(C)(C)OC(NCCC1CCN(CC1)C(C1=C(C=C(C=C1)O)O)=O)=O ({2-[1-(2,4-Dihydroxy benzoyl)piperidin-4-yl]ethyl}carbamic acid tert-butyl ester), BrCC=1C=C(C#N)C=CC1 (3-bromomethyl-benzonitrile). Product: C(C)(C)(C)OC(NCCC1CCN(CC1)C(C1=C(C=C(C=C1)OCC1=CC(=CC=C1)C#N)OCC1=CC(=CC=C1)C#N)=O)=O ((2-{1-[2,4-Bis(3-cyano benzyloxy)benzoyl]piperidin-4-yl}ethyl)carbamic Acid Tert-butyl Ester). RXN SMILES: [C:1]([O:5][C:6](=[O:26])[NH:7][CH2:8][CH2:9][CH:10]1[CH2:15][CH2:14][N:13]([C:16](=[O:25])[C:17]2[CH:22]=[CH:21][C:20]([OH:23])=[CH:19][C:18]=2[OH:24])[CH2:12][CH2:11]1)([CH3:4])([CH3:3])[CH3:2].Br[CH2:28][C:29]1[CH:30]=[C:31]([CH:34]=[CH:35][CH:36]=1)[C:32]#[N:33]>>[C:1]([O:5][C:6](=[O:26])[NH:7][CH2:8][CH2:9][CH:10]1[CH2:11][CH2:12][N:13]([C:16](=[O:25])[C:17]2[CH:22]=[CH:21][C:20]([O:23][CH2:28][C:29]3[CH:36]=[CH:35][CH:34]=[C:31]([C:32]#[N:33])[CH:30]=3)=[CH:19][C:18]=2[O:24][CH2:28][C:29]2[CH:36]=[CH:35][CH:34]=[C:31]([C:32]#[N:33])[CH:30]=2)[CH2:14][CH2:15]1)([CH3:4])([CH3:2])[CH3:3]. The yield is 67.1%. Reported procedure: {2-[1-(2,4-Dihydroxy benzoyl)piperidin-4-yl]ethyl}carbamic acid tert-butyl ester (1.05 g, 2.88 mmol) and 3-bromomethyl-benzonitrile (2.25 g, 11.5 mmol) and other reagents as described in Example 75(a) were used to afford 1.15 g of the required product. 1H NMR (DMSO-d6): δ 1.4 (9H, s), 2.1 (2H, d), 2.6 (1H, m), 2.95 (4H, m), 3.45 (1H, m), 4.5 (2H, m), 5.2 (4H, s), 6.7 (2H, d), 6.84 (1H, d), 7.14 (1H, dd), 7.52 (1H, m), 7.62 (3H, d), 7.7 (2H, d), 7.8 (5H, m), 7.95 (1H, s).